From a dataset of the Open Reaction Database (ORD), a public repository of structured organic reaction records. describe an organic reaction: reactants, conditions, products, and yield Starting materials: ClC1=NC(=C2NC=NC2=N1)Cl (2,6-dichloropurine), C1COCCOCCOCCOCCOCCO1 (18-crown-6), [H-].[K+] (potassium hydride), BrCC1=CC=C(C(=O)N(C2CCCCC2)C)C=C1 (4-Bromomethyl-N-methyl-N-cyclohexyl benzamide). Solvent: C(C)#N (acetonitrile). Conditions: time 30 minute. The product is C1(CCCCC1)N(C(C1=CC=C(C=C1)CN1C2=NC(=NC(=C2N=C1)Cl)Cl)=O)C (N-cyclohexyl-4-[(2,6-dichloro-9H-purin-9-yl)methyl]-N-methylbenzamide). Yield: 25.1%. As a reaction SMILES: [Cl:1][C:2]1[N:10]=[C:9]2[C:5]([NH:6][CH:7]=[N:8]2)=[C:4]([Cl:11])[N:3]=1.C1OCCOCCOCCOCCOCCOC1.[H-].[K+].Br[CH2:33][C:34]1[CH:49]=[CH:48][C:37]([C:38]([N:40]([CH3:47])[CH:41]2[CH2:46][CH2:45][CH2:44][CH2:43][CH2:42]2)=[O:39])=[CH:36][CH:35]=1>C(#N)C>[CH:41]1([N:40]([CH3:47])[C:38](=[O:39])[C:37]2[CH:48]=[CH:49][C:34]([CH2:33][N:8]3[CH:7]=[N:6][C:5]4[C:9]3=[N:10][C:2]([Cl:1])=[N:3][C:4]=4[Cl:11])=[CH:35][CH:36]=2)[CH2:46][CH2:45][CH2:44][CH2:43][CH2:42]1 |f:2.3|. Procedure details: To a stirred solution of 2,6-dichloropurine (500 mg, 2.64 minol) in acetonitrile (40 mL)at -10° C. was added 18-crown-6 (48 mg, 0.18 mmol) and potassium hydride (106 mg after ether wash of 35% dispersion in mineral oil, 2.64 mmol). The reaction was allowed to warm to room temperature and stirred for an additional 30 min. 4-Bromomethyl-N-methyl-N-cyclohexyl benzamide (900 mg, 2.90 mmol) was added in small amounts over 10 min and the mixture stirred under argon at 25° C. After 18 hr, the reaction ... Reaction SMILES: [CH3:1][c:2]1[c:3]([CH2:13][OH:14])[c:4](-[c:7]2[cH:8][cH:9][cH:10][cH:11][cH:12]2)[n:5][o:6]1.[CH3:44][c:45]1[cH:46][cH:47][cH:48][cH:49][cH:50]1.[CH3:51][CH2:52][O:53][C:54](=[O:55])[CH3:56].[Cl:15][c:16]1[cH:17][cH:18][cH:19][c:20]([C:22]#[N:23])[n:21]1.[H-:24].[Na+:25].[O:26]1[CH2:27][CH2:28][O:29][CH2:30][CH2:31][O:32][CH2:33][CH2:34][O:35][CH2:36][CH2:37][O:38][CH2:39][CH2:40][O:41][CH2:42][CH2:43]1>>[CH3:1][c:2]1[c:3]([CH2:13][O:14][c:16]2[cH:17][cH:18][cH:19][c:20]([C:22]#[N:23])[n:21]2)[c:4](-[c:7]2[cH:8][cH:9][cH:10][cH:11][cH:12]2)[n:5][o:6]1. Product: Cc1onc(-c2ccccc2)c1COc1cccc(C#N)n1. Starting materials: Cc1onc(-c2ccccc2)c1CO, Cc1ccccc1, CCOC(C)=O, N#Cc1cccc(Cl)n1, [H-], [Na+], C1COCCOCCOCCOCCOCCO1. As a reaction SMILES: [CH:41](=[O:42])[OH:43].[O:44]=[C:45]([O:46][CH2:47][CH3:48])[N:49]=[N:50][C:51]([O:52][CH2:53][CH3:54])=[O:55].[O:56]1[CH2:57][CH2:58][CH2:59][CH2:60]1.[OH:1][CH:2]([CH3:3])[CH:4]1[C:5](=[O:21])[N:6]([CH2:15][c:16]2[cH:17][cH:18][cH:19][o:20]2)[CH:7]1[CH2:8][CH2:9][C:10](=[O:11])[O:12][CH2:13][CH3:14].[c:22]1([P:23]([c:24]2[cH:25][cH:26][cH:27][cH:28][cH:29]2)[c:30]2[cH:31][cH:32][cH:33][cH:34][cH:35]2)[cH:36][cH:37][cH:38][cH:39][cH:40]1>>[O:1]([CH:2]([CH3:3])[CH:4]1[C:5](=[O:21])[N:6]([CH2:15][c:16]2[cH:17][cH:18][cH:19][o:20]2)[CH:7]1[CH2:8][CH2:9][C:10](=[O:11])[O:12][CH2:13][CH3:14])[CH:41]=[O:42]. The product is CCOC(=O)CCC1C(C(C)OC=O)C(=O)N1Cc1ccco1. Reactants: O=CO, CCOC(=O)N=NC(=O)OCC, C1CCOC1, CCOC(=O)CCC1C(C(C)O)C(=O)N1Cc1ccco1, c1ccc(P(c2ccccc2)c2ccccc2)cc1. Starting materials: O=C([O-])[O-], C1COCCO1, CCOC(C)=O, C[Si](C)(C)CCOCn1nc(I)c2ccc([N+](=O)[O-])cc21, [Na+], [Na+], O, c1ccc(P(c2ccccc2)(c2ccccc2)[Pd](P(c2ccccc2)(c2ccccc2)c2ccccc2)(P(c2ccccc2)(c2ccccc2)c2ccccc2)P(c2ccccc2)(c2ccccc2)c2ccccc2)cc1, OB(O)c1ccncc1. The product is C[Si](C)(C)CCOCn1nc(-c2ccncc2)c2ccc([N+](=O)[O-])cc21. Reaction SMILES: [C:37](=[O:38])([O-:39])[O-:40].[CH2:31]1[O:32][CH2:33][CH2:34][O:35][CH2:36]1.[CH3:43][CH2:44][O:45][C:46]([CH3:47])=[O:48].[I:1][c:2]1[n:3][n:4]([CH2:14][O:15][CH2:16][CH2:17][Si:18]([CH3:19])([CH3:20])[CH3:21])[c:5]2[cH:6][c:7]([N+:11](=[O:12])[O-:13])[cH:8][cH:9][c:10]12.[Na+:41].[Na+:42].[OH2:49].[cH:50]1[cH:51][cH:52][c:53]([P:54]([Pd:55]([P:56]([c:57]2[cH:58][cH:59][cH:60][cH:61][cH:62]2)([c:63]2[cH:64][cH:65][cH:66][cH:67][cH:68]2)[c:69]2[cH:70][cH:71][cH:72][cH:73][cH:74]2)([P:75]([c:76]2[cH:77][cH:78][cH:79][cH:80][cH:81]2)([c:82]2[cH:83][cH:84][cH:85][cH:86][cH:87]2)[c:88]2[cH:89][cH:90][cH:91][cH:92][cH:93]2)[P:94]([c:95]2[cH:96][cH:97][cH:98][cH:99][cH:100]2)([c:101]2[cH:102][cH:103][cH:104][cH:105][cH:106]2)[c:107]2[cH:108][cH:109][cH:110][cH:111][cH:112]2)([c:113]2[cH:114][cH:115][cH:116][cH:117][cH:118]2)[c:119]2[cH:120][cH:121][cH:122][cH:123][cH:124]2)[cH:125][cH:126]1.[n:22]1[cH:23][cH:24][c:25]([B:28]([OH:29])[OH:30])[cH:26][cH:27]1>>[c:2]1(-[c:25]2[cH:24][cH:23][n:22][cH:27][cH:26]2)[n:3][n:4]([CH2:14][O:15][CH2:16][CH2:17][Si:18]([CH3:19])([CH3:20])[CH3:21])[c:5]2[cH:6][c:7]([N+:11](=[O:12])[O-:13])[cH:8][cH:9][c:10]12. The reactants are Cc1ccccc1, CCOC(C)=O, O=C(Cl)CCl, c1ccncc1, c1ccc2[nH]ccc2c1. Product: O=C(CCl)c1c[nH]c2ccccc12. As a reaction SMILES: [CH3:21][c:22]1[cH:23][cH:24][cH:25][cH:26][cH:27]1.[CH3:28][CH2:29][O:30][C:31](=[O:32])[CH3:33].[Cl:16][CH2:17][C:18](=[O:19])[Cl:20].[cH:10]1[cH:11][cH:12][n:13][cH:14][cH:15]1.[nH:1]1[cH:2][cH:3][c:4]2[cH:5][cH:6][cH:7][cH:8][c:9]12>>[nH:1]1[cH:2][c:3]([C:18]([CH2:17][Cl:16])=[O:19])[c:4]2[cH:5][cH:6][cH:7][cH:8][c:9]12. The reactants are CC1=CC=2C(C3=CC=CC=C3C(C2C=C1)=O)=O (2-methylanthraquinone), crude product, ClCCOS(=O)(=O)C1=CC=C(C=C1)C (2-chloroethyl-p-toluene sulfonate), C(Cl)Cl (methylene chloride), [OH-].[Na+] (sodium hydroxide), C(C)O (ethanol), desired intermediate. The reagents and catalysts are [Zn] (zinc). Product: ClCCOC=1C2=CC=CC=C2C(=C2C=CC(=CC12)C)OCCCl (9,10-Bis(2-chloroethoxy)-2-methylanthracene). RXN SMILES: [CH3:1][C:2]1[CH:15]=[CH:14][C:13]2[C:12](=[O:16])[C:11]3[C:6](=[CH:7][CH:8]=[CH:9][CH:10]=3)[C:5](=[O:17])[C:4]=2[CH:3]=1.[OH-].[Na+].[CH2:20](O)[CH3:21].[Cl:23][CH2:24][CH2:25]OS(C1C=CC(C)=CC=1)(=O)=O.C(Cl)[Cl:38]>[Zn]>[Cl:23][CH2:24][CH2:25][O:17][C:5]1[C:6]2[C:11]([C:12]([O:16][CH2:21][CH2:20][Cl:38])=[C:13]3[C:4]=1[CH:3]=[C:2]([CH3:1])[CH:15]=[CH:14]3)=[CH:10][CH:9]=[CH:8][CH:7]=2 |f:1.2|. Reported procedure: A 22.2 g. portion of 2-methylanthraquinone is reduced with 10 g. of zinc and 200 ml. of 20% sodium hydroxide in 40 ml. of ethanol, then alkylated with 50 ml. of 2-chloroethyl-p-toluene sulfonate as described in Example 1. The crude product is taken up in methylene chloride, filtered, dried over magnesium sulfate and concentrated to dryness. Recrystallization from 100 ml. of propanol gives 0.7 g. of the desired intermediate as a yellow solid, m.p. 82°-85° C.